From a dataset of the Open Reaction Database (ORD), a public repository of structured organic reaction records. describe an organic reaction: reactants, conditions, products, and yield Reactants: C(C)(C)(C)OC(N[C@@H]([C@H](CC)C)CN(C(=O)[C@H]1[C@@H](C1)C1=NC(=CC=C1)F)C1=CC=C(C=C1)Br)=O ([(1S,2S)-1-({(4-bromo-phenyl)-[trans-2-(6-fluoro-pyridin-2-yl)-cyclopropanecarbonyl]-amino}-methyl)-2-methyl-butyl]-carbamic acid t-butyl ester), arylboronic acid, C(=O)([O-])[O-].[K+].[K+] (K2CO3), CC#N.O (CH3CN H2O), CCOC(=O)C (EtOAc). Reagents/catalysts: Cl[Pd]([P](C1=CC=CC=C1)(C2=CC=CC=C2)C3=CC=CC=C3)([P](C4=CC=CC=C4)(C5=CC=CC=C5)C6=CC=CC=C6)Cl (Pd(PPh3)2Cl2). Reaction conditions: temperature 140 celsius. Product: C(C)(C)(C)OC(N[C@@H]([C@H](CC)C)CN(C1=CC=C(C=C1)C1=CC=C(C=C1)CCC)C(=O)[C@H]1[C@@H](C1)C1=NC(=CC=C1)F)=O (((1S,2S)-1-{[[Trans-2-(6-fluoro-pyridin-2-yl)-cyclopropanecarbonyl]-(4′-propyl-biphenyl-4-yl)-amino]-methyl}-2-methyl-butyl)-carbamic acid tert-butyl ester). RXN SMILES: [C:1]([O:5][C:6](=[O:34])[NH:7][C@H:8]([CH2:13][N:14]([C:27]1[CH:32]=[CH:31][C:30](Br)=[CH:29][CH:28]=1)[C:15]([C@@H:17]1[CH2:19][C@H:18]1[C:20]1[CH:25]=[CH:24][CH:23]=[C:22]([F:26])[N:21]=1)=[O:16])[C@@H:9]([CH3:12])[CH2:10][CH3:11])([CH3:4])([CH3:3])[CH3:2].C([O-])([O-])=O.[K+].[K+].CCO[C:44]([CH3:46])=O.[CH3:47][C:48]#N.O>Cl[Pd](Cl)([P](C1C=CC=CC=1)(C1C=CC=CC=1)C1C=CC=CC=1)[P](C1C=CC=CC=1)(C1C=CC=CC=1)C1C=CC=CC=1>[C:1]([O:5][C:6](=[O:34])[NH:7][C@H:8]([CH2:13][N:14]([C:15]([C@@H:17]1[CH2:19][C@H:18]1[C:20]1[CH:25]=[CH:24][CH:23]=[C:22]([F:26])[N:21]=1)=[O:16])[C:27]1[CH:32]=[CH:31][C:30]([C:9]2[CH:10]=[CH:11][C:48]([CH2:47][CH2:44][CH3:46])=[CH:13][CH:8]=2)=[CH:29][CH:28]=1)[C@@H:9]([CH3:12])[CH2:10][CH3:11])([CH3:4])([CH3:3])[CH3:2] |f:1.2.3,5.6,^1:53,72|. Procedure: A mixture of [(1S,2S)-1-({(4-bromo-phenyl)-[trans-2-(6-fluoro-pyridin-2-yl)-cyclopropanecarbonyl]-amino}-methyl)-2-methyl-butyl]-carbamic acid t-butyl ester (78 mg, 0.146 mmol), arylboronic acid (0.18 mmol), Pd(PPh3)2Cl2 (14 mg, 0.02 mmol) and K2CO3 (38 mg, 0.27 mmol) in CH3CN/H2O (3.5/0.5 mL) was heated in a macrowave at 140° C. for 20 min. The reaction mixture was passed through a short silica pad (EtOAc) and concentrated. The residue was subjected to ISCO (12 g column, 0-50% EtOAc in hexane o... Reactants: COc1cc2c(cc1[N+](=O)[O-])CN(C(=O)CN(C)C)CC2, CO, [Cl-], [Cl-], [Cl-], [Fe+3], NN, O. Yields the product COc1cc2c(cc1N)CN(C(=O)CN(C)C)CC2. RXN SMILES: [CH3:1][N:2]([CH2:3][C:4](=[O:5])[N:6]1[CH2:7][c:8]2[cH:9][c:10]([N+:18]([O-:19])=[O:20])[c:11]([O:16][CH3:17])[cH:12][c:13]2[CH2:14][CH2:15]1)[CH3:21].[CH3:29][OH:30].[Cl-:25].[Cl-:27].[Cl-:28].[Fe+3:26].[NH2:23][NH2:24].[OH2:22]>>[CH3:1][N:2]([CH2:3][C:4](=[O:5])[N:6]1[CH2:7][c:8]2[cH:9][c:10]([NH2:18])[c:11]([O:16][CH3:17])[cH:12][c:13]2[CH2:14][CH2:15]1)[CH3:21]. Starting materials: NC=1N=C(C2=C(N1)C=CC(=N2)CO)N (2,4-diamino-6-(hydroxymethyl)pyrido[3,2-d]pyrimidine), P(Br)(Br)Br (phosphorus tribromide). Run in C1CCOC1 (THF). Product: NC=1N=C(C2=C(N1)C=CC(=N2)CBr)N (2,4-diamino-6-(bromomethyl)pyrido[3,2-d]pyrimidine). RXN SMILES: [NH2:1][C:2]1[N:3]=[C:4]([NH2:14])[C:5]2[N:11]=[C:10]([CH2:12]O)[CH:9]=[CH:8][C:6]=2[N:7]=1.P(Br)(Br)[Br:16]>C1COCC1>[NH2:1][C:2]1[N:3]=[C:4]([NH2:14])[C:5]2[N:11]=[C:10]([CH2:12][Br:16])[CH:9]=[CH:8][C:6]=2[N:7]=1. Procedure: A suspension of 0.72 g (3.77 mmol) of 6 in 12 mL dry THF was stirred for 8 hours with 1 mL of phosphorus tribromide. The precipitated solid was filtered, washed with cold 50% THF-Ether, and dried to give 7. Because of the instability, this compound was not purified further. The 1HNMR showed that the majority of the solid was the desired compound. Reactants: CS(=O)(=O)O, CC(C)=O, O=C(Cc1ccc(-c2ccc(OCCN3CCOCC3)cc2)cn1)NCc1ccccc1. The product is CS(=O)(=O)O, O=C(Cc1ccc(-c2ccc(OCCN3CCOCC3)cc2)cn1)NCc1ccccc1. RXN SMILES: [CH3:33][S:34]([OH:35])(=[O:36])=[O:37].[CH3:38][C:39](=[O:40])[CH3:41].[O:1]1[CH2:2][CH2:3][N:4]([CH2:7][CH2:8][O:9][c:10]2[cH:11][cH:12][c:13](-[c:16]3[cH:17][cH:18][c:19]([CH2:22][C:23](=[O:24])[NH:25][CH2:26][c:27]4[cH:28][cH:29][cH:30][cH:31][cH:32]4)[n:20][cH:21]3)[cH:14][cH:15]2)[CH2:5][CH2:6]1>>[CH3:33][S:34](=[O:35])(=[O:36])[OH:37].[O:1]1[CH2:2][CH2:3][N:4]([CH2:7][CH2:8][O:9][c:10]2[cH:11][cH:12][c:13](-[c:16]3[cH:17][cH:18][c:19]([CH2:22][C:23](=[O:24])[NH:25][CH2:26][c:27]4[cH:28][cH:29][cH:30][cH:31][cH:32]4)[n:20][cH:21]3)[cH:14][cH:15]2)[CH2:5][CH2:6]1. The reactants are CC1(CCC(CC1)NC(C(=CC1=CC(=CC=C1)OC)OC(C)=O)=O)C (N-(4,4-dimethylcyclohexyl)-acetoxy-3-methoxycinnamamide), C([O-])([O-])=O.[K+].[K+] (potassium carbonate). Solvent: CO (methanol). The product is CC1(CCC(CC1)NC(C=CC1=CC(=C(C=C1)O)OC)=O)C (N-(4,4-dimethylcyclohexyl)-4-hydroxy-3-methoxycinnamamide). The yield is 93.0%. Reaction SMILES: [CH3:1][C:2]1([CH3:25])[CH2:7][CH2:6][CH:5]([NH:8][C:9](=[O:24])[C:10](OC(=O)C)=[CH:11][C:12]2[CH:17]=[CH:16][CH:15]=[C:14]([O:18][CH3:19])[CH:13]=2)[CH2:4][CH2:3]1.C(=O)([O-])[O-:27].[K+].[K+]>CO>[CH3:1][C:2]1([CH3:25])[CH2:7][CH2:6][CH:5]([NH:8][C:9](=[O:24])[CH:10]=[CH:11][C:12]2[CH:17]=[CH:16][C:15]([OH:27])=[C:14]([O:18][CH3:19])[CH:13]=2)[CH2:4][CH2:3]1 |f:1.2.3|. Procedure: Using 8.99 g of N-(4,4-dimethylcyclohexyl)-acetoxy-3-methoxycinnamamide (Example 63), 100 ml of methanol, and 10 g of potassium carbonate, a reaction similar to that conducted in Example 54 was carried out. As a result, 7.34 g of N-(4,4-dimethylcyclohexyl)-4-hydroxy-3-methoxycinnamamide (a compound of the present invention) was obtained as white crystal, which had the following physiochemical properties: Starting materials: N[C@@](C(=O)O)(CC#C)C ((2R)-2-amino-2-methylpent-4-ynoic acid), S(=O)(Cl)Cl (thionyl chloride), CO (methanol). Conditions: temperature 2 celsius. Yields the product N[C@@](C(=O)OC)(CC#C)C (methyl (2R)-2-amino-2-methylpent-4-ynoate). RXN SMILES: [NH2:1][C@:2]([CH3:9])([CH2:6][C:7]#[CH:8])[C:3]([OH:5])=[O:4].S(Cl)(Cl)=O.[CH3:14]O>>[NH2:1][C@:2]([CH3:9])([CH2:6][C:7]#[CH:8])[C:3]([O:5][CH3:14])=[O:4]. Reported procedure: (2R)-2-amino-2-methylpent-4-ynoic acid (1.3 kg) was suspended in methanol (6.5 L) and cooled to 2±3° C. The mixture was treated with thionyl chloride (1.48 L) at 2±3° C. over at least 30 mins. The mixture was heated at 40±3° C. for at least 17 hours then sampled for completion of reaction (COR) by 1H NMR. Once complete, the mixture was stripped to low volume (ca. 1 vol) then azeotroped with toluene (ca. 2×2.5 L) and evaporated to dryness to afford crude methyl (2R)-2-amino-2-methylpent-4-ynoate ... The reactants are COc1c(C2=NC(C)(C)CO2)ccc(C(F)(F)F)c1C, CI, COC(C)(C)C, C[N+](=O)[O-]. Yields the product COc1c(C2=[N+](C)C(C)(C)CO2)ccc(C(F)(F)F)c1C, [I-]. RXN SMILES: [CH3:1][O:2][c:3]1[c:4]([C:14]2=[N:18][C:17]([CH3:19])([CH3:20])[CH2:16][O:15]2)[cH:5][cH:6][c:7]([C:10]([F:11])([F:12])[F:13])[c:8]1[CH3:9].[CH3:21][I:22].[CH3:27][O:28][C:29]([CH3:30])([CH3:31])[CH3:32].[N+:23]([CH3:24])([O-:25])=[O:26]>>[CH3:1][O:2][c:3]1[c:4]([C:14]2=[N+:18]([CH3:21])[C:17]([CH3:19])([CH3:20])[CH2:16][O:15]2)[cH:5][cH:6][c:7]([C:10]([F:11])([F:12])[F:13])[c:8]1[CH3:9].[I-:22]. Reactants: O (Water), [OH-].[Na+] (sodium hydroxide), [H-].[Al+3].[Li+].[H-].[H-].[H-] (Lithium aluminium hydride), C(#N)C1=CC=C(CC2=CC=C(C=C2)SC=2C=C(C=C(C2)F)C2(CCOCC2)OC)C=C1 (4-[3-(4-(4-cyanobenzyl)phenylthio)-5-fluorophenyl]-4-methoxytetrahydropyran). Solvent: C1CCOC1 (THF). Reaction conditions: time 1 hour. The product is monooxalate, NCC1=CC=C(CC2=CC=C(C=C2)SC=2C=C(C=C(C2)F)C2(CCOCC2)OC)C=C1 (4-[3-(4-(4-aminomethylbenzyl)phenylthio)-5-fluorophenyl]-4-methoxytetrahydropyran). The yield is 49.9%. RXN SMILES: [H-].[Al+3].[Li+].[H-].[H-].[H-].[C:7]([C:9]1[CH:37]=[CH:36][C:12]([CH2:13][C:14]2[CH:19]=[CH:18][C:17]([S:20][C:21]3[CH:22]=[C:23]([C:28]4([O:34][CH3:35])[CH2:33][CH2:32][O:31][CH2:30][CH2:29]4)[CH:24]=[C:25]([F:27])[CH:26]=3)=[CH:16][CH:15]=2)=[CH:11][CH:10]=1)#[N:8].O.[OH-].[Na+]>C1COCC1>[NH2:8][CH2:7][C:9]1[CH:10]=[CH:11][C:12]([CH2:13][C:14]2[CH:15]=[CH:16][C:17]([S:20][C:21]3[CH:22]=[C:23]([C:28]4([O:34][CH3:35])[CH2:33][CH2:32][O:31][CH2:30][CH2:29]4)[CH:24]=[C:25]([F:27])[CH:26]=3)=[CH:18][CH:19]=2)=[CH:36][CH:37]=1 |f:0.1.2.3.4.5,8.9|. Procedure: Lithium aluminium hydride (1M in THF. 1.5 ml) was added dropwise to a stirred solution of 4-[3-(4-(4-cyanobenzyl)phenylthio)-5-fluorophenyl]-4-methoxytetrahydropyran (0.675 g) in THF (9 ml) and the mixture was stirred at ambient temperature for 1 hour. Water (5 ml) and 4N aqueous sodium hydroxide solution (5 ml) were added in turn. The mixture was extracted with diethyl ether. The organic phase was washed with water, dried (MgSO4) and evaporated. The residue was dissolved in diethyl ether (5 ml)...